From a dataset of the Open Reaction Database (ORD), a public repository of structured organic reaction records. describe an organic reaction: reactants, conditions, products, and yield The reactants are Cl.O1CCOCC1 (hydrochloric acid dioxane), NN1C(=NC2=C(C1=O)CN(CC2)C(=O)OC(C)(C)C)CCCCN2CCN(CC2)C2=NC1=CC=CC=C1C=C2 (3-amino-6-tert-butoxycarbonyl-2-[4-(4-quinolin-2-ylpiperazin-1-yl)butyl]-5,6,7,8-tetrahydro-3H-pyrido[4,3-d]pyrimidin-4-one), C(O)([O-])=O.[Na+] (sodium hydrogencarbonate). Run at time 18 hour. The product is NN1C(=NC2=C(C1=O)CNCC2)CCCCN2CCN(CC2)C2=NC1=CC=CC=C1C=C2 (3-amino-2-[4-(4-quinolin-2-ylpiperazin-1-yl)butyl]-5,6,7,8-tetrahydro-3H-pyrido[4,3-d]pyrimidin-4-one). Yield: 90.6%. RXN SMILES: Cl.O1CCOCC1.[NH2:8][N:9]1[C:14](=[O:15])[C:13]2[CH2:16][N:17](C(OC(C)(C)C)=O)[CH2:18][CH2:19][C:12]=2[N:11]=[C:10]1[CH2:27][CH2:28][CH2:29][CH2:30][N:31]1[CH2:36][CH2:35][N:34]([C:37]2[CH:46]=[CH:45][C:44]3[C:39](=[CH:40][CH:41]=[CH:42][CH:43]=3)[N:38]=2)[CH2:33][CH2:32]1.C(=O)([O-])O.[Na+]>>[NH2:8][N:9]1[C:14](=[O:15])[C:13]2[CH2:16][NH:17][CH2:18][CH2:19][C:12]=2[N:11]=[C:10]1[CH2:27][CH2:28][CH2:29][CH2:30][N:31]1[CH2:32][CH2:33][N:34]([C:37]2[CH:46]=[CH:45][C:44]3[C:39](=[CH:40][CH:41]=[CH:42][CH:43]=3)[N:38]=2)[CH2:35][CH2:36]1 |f:0.1,3.4|. Procedure details: To 10 ml of 4N-hydrochloric acid-dioxane solution, 53 mg of 3-amino-6-tert-butoxycarbonyl-2-[4-(4-quinolin-2-ylpiperazin-1-yl)butyl]-5,6,7,8-tetrahydro-3H-pyrido[4,3-d]pyrimidin-4-one as synthesized in above Step 4-44-A was added and stirred for 18 hours at room temperature. The solution was neutralized with saturated aqueous sodium hydrogencarbonate solution, extracted with ethyl acetate, dried over anhydrous magnesium sulfate, and the solvent was distilled off under reduced pressure. The resid... Reactants: C1=NC=CC2=CC=CC(=C12)C#CCO (3-(8-isoquinolinyl)-2-propyn-1-ol), OCC1(O)[C@H](O)[C@H](O)[C@H](O)CO1 (Psi). Reagents/catalysts: [Pd] (Pd/C). The solvent is C(C)O (ethanol), CO (methanol). Conditions: time 22 hour. Yields the product C1=NC=CC2=CC=CC(=C12)CCCO (8-isoquinolinepropanol). Isolated yield 33.3%. As a reaction SMILES: [CH:1]1[C:10]2[C:5](=[CH:6][CH:7]=[CH:8][C:9]=2[C:11]#[C:12][CH2:13][OH:14])[CH:4]=[CH:3][N:2]=1.OCC1(OC[C@@H](O)[C@@H](O)[C@H]1O)O>C(O)C.CO.[Pd]>[CH:1]1[C:10]2[C:5](=[CH:6][CH:7]=[CH:8][C:9]=2[CH2:11][CH2:12][CH2:13][OH:14])[CH:4]=[CH:3][N:2]=1. Procedure details: A solution of 0.4 g of 3-(8-isoquinolinyl)-2-propyn-1-ol in a mixture of 10 mL of ethanol and 5 mL of methanol was hydrogenated over 0.06 g 10% Pd/C at room temperature and atmospheric pressure for 22 hours and then at 50 Psi for 20 hours. After the catalyst was removed by filtration and the filtrate was concentrated, the residual oil was purified by HPLC (methanol-chloroform; 1:19) and crystallized from ethyl acetate-hexane to yield 0.136 g of 8-isoquinolinepropanol, mp 66°-69° C. Reactants: ClC1=CC(=CC2=C1C(C(=CO2)C2=C(C=CC=C2)O)=O)OCC(=O)OCC (ethyl {[5-chloro-3-(2-hydroxyphenyl)-4-oxo-4H-1-benzopyran-7-yl]oxy}acetate), C(=O)=O.CC(=O)C (dry ice acetone), B(Br)(Br)Br (boron tribromide). Run in ClCCl (dichloromethane). Yields the product ClC1=CC(=CC2=C1C(C(=CO2)C2=C(C=CC=C2)O)=O)OCC(=O)O ({[5-chloro-3-(2-hydroxyphenyl)-4-oxo-4H-1-benzopyran-7-yl]oxy}acetic acid). The yield is 63.6%. Reaction SMILES: [Cl:1][C:2]1[C:7]2[C:8](=[O:19])[C:9]([C:12]3[CH:17]=[CH:16][CH:15]=[CH:14][C:13]=3[OH:18])=[CH:10][O:11][C:6]=2[CH:5]=[C:4]([O:20][CH2:21][C:22]([O:24]CC)=[O:23])[CH:3]=1.C(=O)=O.CC(C)=O.B(Br)(Br)Br>ClCCl>[Cl:1][C:2]1[C:7]2[C:8](=[O:19])[C:9]([C:12]3[CH:17]=[CH:16][CH:15]=[CH:14][C:13]=3[OH:18])=[CH:10][O:11][C:6]=2[CH:5]=[C:4]([O:20][CH2:21][C:22]([OH:24])=[O:23])[CH:3]=1 |f:1.2|. Procedure details: In 100 ml of dried dichloromethane was dissolved 1.7 g of ethyl {[5-chloro-3-(2-hydroxyphenyl)-4-oxo-4H-1-benzopyran-7-yl]oxy}acetate, and the solution was cooled with dry ice-acetone. Three milliliters of boron tribromide were added to the cooled solution in small portions, and the resulting mixture was refluxed for 3 hours. After cooling, the solvent was removed by distillation under reduced pressure, and to the residue was added dilute hydrochloric acid. The precipitated crystals were collect... Starting materials: BrCCCCBr (1,4-dibromobutane), CC(C)(C)[S-].[Na+] (sodium 2-methyl-2-propanethiolate). Run in CN(C)C=O (DMF). Run at temperature 70 celsius. The product is CC(C)(C)SCCCCBr (4-Bromobutyl 1,1-dimethylethyl sulfide). Yield: 21.0%. RXN SMILES: [Br:1][CH2:2][CH2:3][CH2:4][CH2:5]Br.[CH3:7][C:8]([S-:11])([CH3:10])[CH3:9].[Na+]>CN(C=O)C>[CH3:7][C:8]([S:11][CH2:5][CH2:4][CH2:3][CH2:2][Br:1])([CH3:10])[CH3:9] |f:1.2|. Procedure: A solution of 1,4-dibromobutane (commercially available, for example, from Aldrich) (4.7 ml, 40 mmol) in DMF (10 ml) was treated with sodium 2-methyl-2-propanethiolate (commercially available, for example, from Aldrich) (3.36 g, 30 mmol) and the mixture was heated for 23 h at 70° C. The mixture was allowed to cool to room temperature, and partitioned between water and EtOAc. The organic solution was washed with water (×4), aqueous sodium bicarbonate solution, brine, dried (MgSO4), and evaporated... Starting materials: [Cl-].[Al+3].[Cl-].[Cl-] (aluminum chloride), [Cl-].[NH4+] (ammonium chloride), [H-].[Al+3].[Li+].[H-].[H-].[H-] (lithium aluminum hydride), FC1=C(C=C2C(=NNC2=C1)\C=C\C1=CC(=CC=C1)F)C#N (6-Fluoro-3-[(E)-2-(3-fluorophenyl)-vinyl]-1H-indazole-5-carbonitrile). Run in O1CCCC1 (tetrahydrofuran), C(C)OC(C)=O (ethylacetate). Reaction conditions: time 8 hour. The product is FC1=C(C=C2C(=NNC2=C1)\C=C\C1=CC(=CC=C1)F)CN (C-{6-Fluoro-3-[(E)-2-(3-fluorophenyl)-vinyl]-1H-indazol-5-yl}-methylamine). The yield is 32.9%. Reaction SMILES: [H-].[Al+3].[Li+].[H-].[H-].[H-].[Cl-].[Al+3].[Cl-].[Cl-].[F:11][C:12]1[CH:20]=[C:19]2[C:15]([C:16](/[CH:21]=[CH:22]/[C:23]3[CH:28]=[CH:27][CH:26]=[C:25]([F:29])[CH:24]=3)=[N:17][NH:18]2)=[CH:14][C:13]=1[C:30]#[N:31].[Cl-].[NH4+]>O1CCCC1.C(OC(=O)C)C>[F:11][C:12]1[CH:20]=[C:19]2[C:15]([C:16](/[CH:21]=[CH:22]/[C:23]3[CH:28]=[CH:27][CH:26]=[C:25]([F:29])[CH:24]=3)=[N:17][NH:18]2)=[CH:14][C:13]=1[CH2:30][NH2:31] |f:0.1.2.3.4.5,6.7.8.9,11.12|. Procedure: To a suspension of 5 mg of lithium aluminum hydride in 1 mL of tetrahydrofuran was added 13 mg of aluminum chloride (III), followed by 9 mg of 6-fluoro-3-[(E)-2-(3-fluorophenyl)-vinyl]-1H-indazole-5-carbonitrile obtained by Example 100, and stirred at room temperature overnight. After adding saturated aqueous ammonium chloride, the reaction solution was added with 15 mL of ethylacetate. The organic layer was washed successively with saturated aqueous sodium hydrogen carbonate (twice) and saturat... RXN SMILES: Br[C:2]1[C:10]2[C:6](=[CH:7][N:8]([CH3:11])[N:9]=2)[CH:5]=[CH:4][CH:3]=1.[CH3:12][O:13][C:14]1[CH:19]=[CH:18][C:17](B(O)O)=[C:16]([CH3:23])[CH:15]=1.C(=O)([O-])[O-].[Na+].[Na+]>COCCOC.O.CCOC(C)=O.C1C=CC([P]([Pd]([P](C2C=CC=CC=2)(C2C=CC=CC=2)C2C=CC=CC=2)([P](C2C=CC=CC=2)(C2C=CC=CC=2)C2C=CC=CC=2)[P](C2C=CC=CC=2)(C2C=CC=CC=2)C2C=CC=CC=2)(C2C=CC=CC=2)C2C=CC=CC=2)=CC=1>[CH3:12][O:13][C:14]1[CH:19]=[CH:18][C:17]([C:2]2[C:10]3[C:6](=[CH:7][N:8]([CH3:11])[N:9]=3)[CH:5]=[CH:4][CH:3]=2)=[C:16]([CH3:23])[CH:15]=1 |f:2.3.4,^1:46,48,67,86|. The reactants are BrC1=CC=CC2=CN(N=C12)C (7-bromo-2-methylindazole), COC1=CC(=C(C=C1)B(O)O)C (4-Methoxy-2-methylbenzeneboronic acid), C([O-])([O-])=O.[Na+].[Na+] (sodium carbonate). Yields the product COC1=CC(=C(C=C1)C1=CC=CC2=CN(N=C12)C)C (7-(4-Methoxy-2-methyl-phenyl)-2-methyl-2H-indazole). The reagents and catalysts are C=1C=CC(=CC1)[P](C=2C=CC=CC2)(C=3C=CC=CC3)[Pd]([P](C=4C=CC=CC4)(C=5C=CC=CC5)C=6C=CC=CC6)([P](C=7C=CC=CC7)(C=8C=CC=CC8)C=9C=CC=CC9)[P](C=1C=CC=CC1)(C=1C=CC=CC1)C=1C=CC=CC1 (tetrakis(triphenylphosphine)palladium(0)). The yield is 90.7%. Run in O (water), COCCOC (DME), CCOC(=O)C (EtOAc). Procedure: 7-Bromo-2-methyl-2H-indazole (4; 1.76 g, 8.3 mMol) and tetrakis(triphenylphosphine)palladium(0) (0.28 g, 0.25 mMol) were stirred in 15 mL of DME under argon atmosphere for 30 min. 4-Methoxy-2-methylbenzeneboronic acid (1.52 g, 9.2 mMol) was added, immediately followed by a solution of sodium carbonate (3.1 g, 29.1 mMol) in 10 mL water. The mixture was heated at a gentle reflux for 4 hr, and then cooled to rt and diluted with EtOAc (150 mL). The organic phase was washed with brine and dried over ... The reactants are CC(C)(OC(=O)NC(C(C(=O)OC(C)C)O)CC1=CC=CC=C1)C (β-[[(1,1-dimethylethoxy)carbonyl]amino]-α-hydroxybenzenebutanoic acid, 1-methylethyl ester). Reagents/catalysts: [Rh] (rhodium on carbon). Run in C(C)(C)O (isopropanol). Reaction conditions: time 16 hour. Product: CC(C)(OC(=O)NC(C(C(=O)OC(C)C)O)CC1CCCCC1)C (β-[[(1,1-dimethylethoxy)carbonyl]amino]-α-hydroxycyclohexanebutanoic acid, 1-methylethyl ester). Isolated yield 85.0%. As a reaction SMILES: [CH3:1][C:2]([CH3:24])([O:4][C:5]([NH:7][CH:8]([CH2:17][C:18]1[CH:23]=[CH:22][CH:21]=[CH:20][CH:19]=1)[CH:9]([OH:16])[C:10]([O:12][CH:13]([CH3:15])[CH3:14])=[O:11])=[O:6])[CH3:3]>C(O)(C)C.[Rh]>[CH3:3][C:2]([CH3:1])([O:4][C:5]([NH:7][CH:8]([CH2:17][CH:18]1[CH2:23][CH2:22][CH2:21][CH2:20][CH2:19]1)[CH:9]([OH:16])[C:10]([O:12][CH:13]([CH3:15])[CH3:14])=[O:11])=[O:6])[CH3:24]. Procedure: To β-[[(1,1-dimethylethoxy)carbonyl]amino]-α-hydroxybenzenebutanoic acid, 1-methylethyl ester (mixture of R-(R*,S*)] and [S-(R*,R*)]isomers) (Example E), 4.2 g (12.4 mmol), in isopropanol (100 ml) is added 10% rhodium on carbon, 1.0 g, and the mixture is stirred under a hydrogen atmosphere for 16 hours. The solution is filtered and evaporated in vacuo to give a 3.6 g (85%) of the title compound as a tan oil. Reactants: C(#N)C=1C=C(C=C2C(=NNC12)C1CCN(CC1)C(=O)OC(C)(C)C)C1=CC=CC=C1 (1,1-dimethylethyl 4-(7-cyano-5-phenyl-1H-indazol-3-yl)-1-piperidine-carboxylate), C(#N)C=1C=C(C=C2C(=NNC12)C1CCN(CC1)C(=O)OC(C)(C)C)C1=CC=CC=C1 (1,1-dimethylethyl 4-(7-cyano-5-phenyl-1H-indazol-3-yl)-1-piperidine-carboxylate), [OH-].[K+] (potassium hydroxide). Solvent: C(CCC)O (n-butanol). Reaction conditions: temperature 85 celsius. The product is NC(=O)C=1C=C(C=C2C(=NNC12)C1CCN(CC1)C(=O)OC(C)(C)C)C1=CC=CC=C1 (1,1-dimethylethyl 4-[7-(aminocarbonyl)-5-phenyl-1H-indazol-3-yl]-1-piperidinecarboxylate). Yield: 59.9%. RXN SMILES: [C:1]([C:3]1[CH:4]=[C:5]([C:25]2[CH:30]=[CH:29][CH:28]=[CH:27][CH:26]=2)[CH:6]=[C:7]2[C:11]=1[NH:10][N:9]=[C:8]2[CH:12]1[CH2:17][CH2:16][N:15]([C:18]([O:20][C:21]([CH3:24])([CH3:23])[CH3:22])=[O:19])[CH2:14][CH2:13]1)#[N:2].[OH-:31].[K+]>C(O)CCC>[NH2:2][C:1]([C:3]1[CH:4]=[C:5]([C:25]2[CH:26]=[CH:27][CH:28]=[CH:29][CH:30]=2)[CH:6]=[C:7]2[C:11]=1[NH:10][N:9]=[C:8]2[CH:12]1[CH2:17][CH2:16][N:15]([C:18]([O:20][C:21]([CH3:24])([CH3:23])[CH3:22])=[O:19])[CH2:14][CH2:13]1)=[O:31] |f:1.2|. Procedure: A mixture of 1,1-dimethylethyl 4-(7-cyano-5-phenyl-1H-indazol-3-yl)-1-piperidine-carboxylate (Intermediate 4) (1.1 g, 2.7 mmols), and potassium hydroxide (1.53 g, 27.3 mmols) in n-butanol (100 mL) was heated at 85° C. for 2-3 days then at reflux overnight. The solution was cooled and the solvent removed in vacuo. The resulting residue was purified via silica gel chromatography eluting with 50% ethyl acetate/pentane, 100% ethyl acetate, and 30% methanol/ethyl acetate to give 0.68 g of a yellow so...